This data is from the Open Reaction Database (ORD), a public repository of structured organic reaction records. The task is: describe an organic reaction: reactants, conditions, products, and yield Starting materials: Cl (hydrochloric acid), COCCCCCCOC1=CC=C(C=C1)N1CCN(CC1)C1=CC=C(C(=O)OCC)C=C1 (ethyl 4-[4-[4-(6-methoxyhexyloxy)phenyl]piperazin-1-yl]benzoate), [OH-].[Na+] (sodium hydroxide), O1CCCC1 (tetrahydrofuran), [OH-].[Na+] (sodium hydroxide). Reported procedure: A mixture of ethyl 4-[4-[4-(6-methoxyhexyloxy)phenyl]piperazin-1-yl]benzoate (3.00 g) in ethanol (30 ml) was treated with 1N-sodium hydroxide aqueous solution (6.81 ml) then the mixture was refluxed for 24 hours, during which period tetrahydrofuran (20 ml) and 1N-sodium hydroxide aqueous solution (6.81 ml) was added. After cooling, water was added to the mixture, and the acidity of the mixture was adjusted to pH 1 with 1N-hydrochloric acid. The resulting precipitate was filtered, washed with wat... Reaction SMILES: [CH3:1][O:2][CH2:3][CH2:4][CH2:5][CH2:6][CH2:7][CH2:8][O:9][C:10]1[CH:15]=[CH:14][C:13]([N:16]2[CH2:21][CH2:20][N:19]([C:22]3[CH:32]=[CH:31][C:25]([C:26]([O:28]CC)=[O:27])=[CH:24][CH:23]=3)[CH2:18][CH2:17]2)=[CH:12][CH:11]=1.[OH-].[Na+].O1CCCC1.[ClH:40]>C(O)C.O>[ClH:40].[ClH:40].[CH3:1][O:2][CH2:3][CH2:4][CH2:5][CH2:6][CH2:7][CH2:8][O:9][C:10]1[CH:11]=[CH:12][C:13]([N:16]2[CH2:21][CH2:20][N:19]([C:22]3[CH:23]=[CH:24][C:25]([C:26]([OH:28])=[O:27])=[CH:31][CH:32]=3)[CH2:18][CH2:17]2)=[CH:14][CH:15]=1 |f:1.2,7.8.9|. Yields the product Cl.Cl.COCCCCCCOC1=CC=C(C=C1)N1CCN(CC1)C1=CC=C(C(=O)O)C=C1 (4-[4-[4-(6-methoxyhexyloxy)phenyl]piperazin-1-yl]benzoic acid dihydrochloride). The solvent is C(C)O (ethanol), O (water). Isolated yield 74.1%. Reaction SMILES: C([NH:3][C:4]1[S:5][CH:6]=[C:7]([C:9](=[N:25][O:26][CH2:27][CH2:28][CH2:29][CH2:30][CH3:31])[C:10]([NH:12][CH:13]2[C:23](=[O:24])[N:15]3[C:16]([C:20]([OH:22])=[O:21])=[CH:17][CH2:18][S:19][C@H:14]23)=[O:11])[N:8]=1)=O.Cl.O1CCCC1>CO>[NH2:3][C:4]1[S:5][CH:6]=[C:7]([C:9](=[N:25][O:26][CH2:27][CH2:28][CH2:29][CH2:30][CH3:31])[C:10]([NH:12][CH:13]2[C:23](=[O:24])[N:15]3[C:16]([C:20]([OH:22])=[O:21])=[CH:17][CH2:18][S:19][C@H:14]23)=[O:11])[N:8]=1. Solvent: CO (methanol). Procedure: 7-[2-(2-Formamidothiazol-4-yl)-2-pentyloxyiminoacetamido]-3-cephem-4-carboxylic acid (syn isomer, 3.3 g.), conc.hydrochloric acid (2.80 g.), tetrahydrofuran (20 ml.) and methanol (50 ml.) were treated in a similar manner to that of Example 15-(3) to give 7-[2-(2-aminothiazol-4-yl)-2-pentyloxyiminoacetamido]-3-cephem-4-carboxylic acid (syn isomer, 2.3 g.) The product is NC=1SC=C(N1)C(C(=O)NC1[C@@H]2N(C(=CCS2)C(=O)O)C1=O)=NOCCCCC (7-[2-(2-aminothiazol-4-yl)-2-pentyloxyiminoacetamido]-3-cephem-4-carboxylic acid). Reactants: Cl (hydrochloric acid), O1CCCC1 (tetrahydrofuran), C(=O)NC=1SC=C(N1)C(C(=O)NC1[C@@H]2N(C(=CCS2)C(=O)O)C1=O)=NOCCCCC (7-[2-(2-Formamidothiazol-4-yl)-2-pentyloxyiminoacetamido]-3-cephem-4-carboxylic acid). The reactants are N1=C(C=CC=C1)CCN1CCN(CC1)C1=CC=CC=2C=C(OC21)C(=O)[O-].[Li+] (lithium 7-(4-(2-(pyridin-2-yl)ethyl)piperazin-1-yl)benzofuran-2-carboxylate), C1(CC1)N (cyclopropylamine). The product is C1(CC1)NC(=O)C=1OC2=C(C1)C=CC=C2N2CCN(CC2)CCC2=NC=CC=C2 (N-Cyclopropyl-7-(4-(2-(pyridin-2-yl)ethyl)piperazin-1-yl)benzofuran-2-carboxamide). As a reaction SMILES: [N:1]1[CH:6]=[CH:5][CH:4]=[CH:3][C:2]=1[CH2:7][CH2:8][N:9]1[CH2:14][CH2:13][N:12]([C:15]2[C:23]3[O:22][C:21]([C:24]([O-])=[O:25])=[CH:20][C:19]=3[CH:18]=[CH:17][CH:16]=2)[CH2:11][CH2:10]1.[Li+].[CH:28]1([NH2:31])[CH2:30][CH2:29]1>>[CH:28]1([NH:31][C:24]([C:21]2[O:22][C:23]3[C:15]([N:12]4[CH2:11][CH2:10][N:9]([CH2:8][CH2:7][C:2]5[CH:3]=[CH:4][CH:5]=[CH:6][N:1]=5)[CH2:14][CH2:13]4)=[CH:16][CH:17]=[CH:18][C:19]=3[CH:20]=2)=[O:25])[CH2:30][CH2:29]1 |f:0.1|. Reported procedure: The compound was prepared according to the procedure disclosed in Example 1 starting from lithium 7-(4-(2-(pyridin-2-yl)ethyl)piperazin-1-yl)benzofuran-2-carboxylate (80 mg, 0.21 mmol) and cyclopropylamine (64 mg, 1.1 mmol). Yield: 50 mg (57%). The reactants are [OH-].[Na+] (sodium hydroxide), ClC=1C=C(N)C=C(C1)Cl (3,5-dichloroaniline), C(C)C(C(=O)[O-])=O (ethylglyoxalate), BrC=1C=C(C=C)C=CC1 (3-bromostyrene), FC(C(=O)O)(F)F (trifluoroacetic acid). Solvent: C(C)#N (acetonitrile), C(C)O (ethanol). Product: BrC=1C=C(C=CC1)C1CC(NC2=CC(=CC(=C12)Cl)Cl)C(=O)O (4-(3-bromophenyl)-5,7-dichloro-1,2,3,4-tetrahydroquinoline-2-carboxylic Acid). Reported procedure: Compound 38 was prepared by the basic process from 5.0 mmol 3,5-dichloroaniline, 5.5 mmol ethylglyoxalate solution (50% toluene), 15.0 mmol 3-bromostyrene and 5.0 mmol trifluoroacetic acid in 30.0 ml acetonitrile. Subsequent saponification was carried out using 1.0 ml of sodium hydroxide solution (6N water) in 20.0 ml of ethanol. Reaction SMILES: [Cl:1][C:2]1[CH:3]=[C:4]([CH:6]=[C:7]([Cl:9])[CH:8]=1)[NH2:5].[CH2:10]([C:12](=O)[C:13]([O-:15])=[O:14])[CH3:11].[Br:17][C:18]1[CH:19]=[C:20]([CH:23]=[CH:24][CH:25]=1)C=C.FC(F)(F)C(O)=O.[OH-].[Na+]>C(#N)C.C(O)C>[Br:17][C:18]1[CH:25]=[C:24]([CH:11]2[C:3]3[C:4](=[CH:6][C:7]([Cl:9])=[CH:8][C:2]=3[Cl:1])[NH:5][CH:12]([C:13]([OH:15])=[O:14])[CH2:10]2)[CH:23]=[CH:20][CH:19]=1 |f:4.5|.